The task is: describe an organic reaction: reactants, conditions, products, and yield. This data is from the Open Reaction Database (ORD), a public repository of structured organic reaction records. As a reaction SMILES: Br[C:2]1[CH:7]=[CH:6][CH:5]=[C:4]([Cl:8])[C:3]=1[Cl:9].[NH2:10][C:11]1[CH:12]=[C:13]2[C:17]3=[C:18]([CH2:20][S:21][CH2:22][CH2:23][N:16]3[C@H:15]3[CH2:24][CH2:25][N:26](C(OC(C)(C)C)=O)[CH2:27][C@@H:14]23)[CH:19]=1>>[Cl:9][C:3]1[C:4]([Cl:8])=[CH:5][CH:6]=[CH:7][C:2]=1[NH:10][C:11]1[CH:12]=[C:13]2[C:17]3=[C:18]([CH2:20][S:21][CH2:22][CH2:23][N:16]3[C@H:15]3[CH2:24][CH2:25][NH:26][CH2:27][C@@H:14]23)[CH:19]=1. Product: ClC1=C(C=CC=C1Cl)NC=1C=C2[C@H]3[C@@H](N4C2=C(C1)CSCC4)CCNC3 ((7bR,11aS)-N-(2,3-dichlorophenyl)-1,2,7b,8,9,10,11,11 a-octahydro-4H-pyrido[4,3-b][1,4]thiazepino[6,5,4-hi]indol-6-amine). Starting materials: BrC1=C(C(=CC=C1)Cl)Cl (1-bromo-2,3-dichlorobenzene), NC=1C=C2[C@H]3[C@@H](N4C2=C(C1)CSCC4)CCN(C3)C(=O)OC(C)(C)C (tert-butyl (7bR,11aS)-6-amino-1,2,7b,10,11,11a-hexahydro-4H-pyrido[4,3-b][1,4]thiazepino[6,5,4-hi]indole-9(8H)Carboxylate). Reported procedure: Using 1-bromo-2,3-dichlorobenzene and following the procedures described in EXAMPLE 33, Parts C and D, tert-butyl (7bR,11aS)-6-amino-1,2,7b,10,11,11a-hexahydro-4H-pyrido[4,3-b][1,4]thiazepino[6,5,4-hi]indole-9(8H)Carboxylate from EXAMPLE 33, Part B was converted into the title compound of EXAMPLE 37 as a powder. 1H NMR (CDCl3,300 MHz) δ 1.79-1.89 (m, 2H), 2.58-2.69 (m, 1H), 2.79-3.25 (m, 7H), 3.41-3.50 (m, 1H), 3.60-3.68 (m, 2H), 3.74 (s, 2H), 6.01 (s, 1H), 6.73 (d, 1H, J=2 Hz), 6.81-6.85 (m, 3H... Starting materials: BrC1=CC=C(CN2C(=O)N(C(=O)C=C2NN)CCC)C=C1 (1-(4-bromobenzyl)-6-hydrazino-3-propyluracil), CN=C=S (methyl isothiocyanate), CO (methanol). Solvent: CN(C)C=O (DMF). Product: BrC1=CC=C(CN2C(N(C(C3=C2NN=C3NC)=O)CCC)=O)C=C1 (7-(4-Bromobenzyl)-3-methylamino-5-propylpyrazolo[3,4-d]pyrimidine-4,6(5H,7H)-dione). The yield is 47.0%. As a reaction SMILES: [Br:1][C:2]1[CH:21]=[CH:20][C:5]([CH2:6][N:7]2[C:14]([NH:15][NH2:16])=[CH:13][C:11](=[O:12])[N:10]([CH2:17][CH2:18][CH3:19])[C:8]2=[O:9])=[CH:4][CH:3]=1.[CH3:22][N:23]=[C:24]=S.CO>CN(C=O)C>[Br:1][C:2]1[CH:3]=[CH:4][C:5]([CH2:6][N:7]2[C:14]3[NH:15][N:16]=[C:22]([NH:23][CH3:24])[C:13]=3[C:11](=[O:12])[N:10]([CH2:17][CH2:18][CH3:19])[C:8]2=[O:9])=[CH:20][CH:21]=1. Reported procedure: A solution of 1-(4-bromobenzyl)-6-hydrazino-3-propyluracil (4.15 g, 11.8 mM) and methyl isothiocyanate (2.7 ml, 40 mM) in DMF (50 ml) was heated at 120° C. for 24 hours. To the reaction solution was added 50% methanol (15 ml) and the mixture was cooled to give crystals. Recrystallization from DMF/methanol gave colorless needles (2.19 g, 47%), m.p. 308°-310° C.